The task is: describe an organic reaction: reactants, conditions, products, and yield. This data is from the Open Reaction Database (ORD), a public repository of structured organic reaction records. The reactants are CCN(C)C(=O)N(C)C, Nc1ccccc1N1CCOCC1, O=P(Cl)(Cl)Cl, c1ccccc1. Product: CCN(C)C(=Nc1ccccc1N1CCOCC1)N(C)C. Reaction SMILES: [CH2:1]([CH3:2])[N:3]([C:4]([N:5]([CH3:6])[CH3:7])=[O:8])[CH3:9].[NH2:10][c:11]1[c:12]([N:17]2[CH2:18][CH2:19][O:20][CH2:21][CH2:22]2)[cH:13][cH:14][cH:15][cH:16]1.[P:23]([Cl:24])([Cl:25])([Cl:26])=[O:27].[cH:28]1[cH:29][cH:30][cH:31][cH:32][cH:33]1>>[CH2:1]([CH3:2])[N:3]([C:4]([N:5]([CH3:6])[CH3:7])=[N:10][c:11]1[c:12]([N:17]2[CH2:18][CH2:19][O:20][CH2:21][CH2:22]2)[cH:13][cH:14][cH:15][cH:16]1)[CH3:9]. The reactants are α-halo ester, Grignard reagent, solution, crude product, C(C)(C)(C)[Mg]Cl (tert-butyl magnesium chloride), Grignard reagent, α-halo ester, BrC(C(=O)O[C@@H](CC(=O)OC)CCCCCCCCCCC)CCCCCC (methyl (3R)-3-[(2-bromo-1-oxooctyl)oxy]-tetradecanoate). Run in O1CCCC1 (tetrahydro-furan), O1CCCC1 (THF), O1CCCC1 (THF). The product is C(CCCCC)C=1C(O[C@@H](CC1O)CCCCCCCCCCC)=O ((6R)-3-hexyl-4-hydroxy-6-undecyl-5,6-dihydropyran-2-one). Isolated yield 97.0%. As a reaction SMILES: Br[CH:2]([CH2:23][CH2:24][CH2:25][CH2:26][CH2:27][CH3:28])[C:3]([O:5][C@H:6]([CH2:12][CH2:13][CH2:14][CH2:15][CH2:16][CH2:17][CH2:18][CH2:19][CH2:20][CH2:21][CH3:22])[CH2:7][C:8]([O:10]C)=O)=[O:4].C([Mg]Cl)(C)(C)C>O1CCCC1>[CH2:23]([C:2]1[C:3](=[O:4])[O:5][C@H:6]([CH2:12][CH2:13][CH2:14][CH2:15][CH2:16][CH2:17][CH2:18][CH2:19][CH2:20][CH2:21][CH3:22])[CH2:7][C:8]=1[OH:10])[CH2:24][CH2:25][CH2:26][CH2:27][CH3:28]. Procedure: While the α-halo ester III and the reactive species generating reagent can be combined or added in any sequence, it has been found that when the reactive species generating reagent is a Grignard reagent a simultaneous addition of the α-halo ester III and the Grignard reagent is particularly preferred. For example, simultaneous addition of 13.6 mL solution of 30.7 mmol of methyl (3R)-3-[(2-bromo-1-oxooctyl)oxy]-tetradecanoate in tetrahydro-furan (THF) and 3 equivalents of tert-butyl magnesium chl... Starting materials: C1(CC1)C1=NN=C2N1CCC[C@H]2C2=NC(=C1N2C=CN=C1NCC1=C(C=C(C=C1)OC)OC)C1=CC=C(C(=O)NC2=NC=CC(=C2)C(F)(F)F)C=C1 ((S)-4-(3-(3-cyclopropyl-5,6,7,8-tetrahydro-[1,2,4]triazolo[4,3-a]pyridin-8-yl)-8-((2,4-dimethoxybenzyl)amino)imidazo[1,5-a]pyrazin-1-yl)-N-(4-(trifluoromethyl)pyridin-2-yl)benzamide). Run in C(=O)(C(F)(F)F)O (TFA). The product is NC=1C=2N(C=CN1)C(=NC2C2=CC=C(C(=O)NC1=NC=CC(=C1)C(F)(F)F)C=C2)[C@H]2C=1N(CCC2)C(=NN1)C1CC1 ((S)-4-(8-amino-3-(3-cyclopropyl-5,6,7,8-tetrahydro-[1,2,4]triazolo[4,3-a]pyridin-8-yl)imidazo[1,5-a]pyrazin-1-yl)-N-(4-(trifluoromethyl)pyridin-2-yl)benzamide). RXN SMILES: [CH:1]1([C:4]2[N:8]3[CH2:9][CH2:10][CH2:11][C@@H:12]([C:13]4[N:17]5[CH:18]=[CH:19][N:20]=[C:21]([NH:22]CC6C=CC(OC)=CC=6OC)[C:16]5=[C:15]([C:34]5[CH:52]=[CH:51][C:37]([C:38]([NH:40][C:41]6[CH:46]=[C:45]([C:47]([F:50])([F:49])[F:48])[CH:44]=[CH:43][N:42]=6)=[O:39])=[CH:36][CH:35]=5)[N:14]=4)[C:7]3=[N:6][N:5]=2)[CH2:3][CH2:2]1>C(O)(C(F)(F)F)=O>[NH2:22][C:21]1[C:16]2[N:17]([C:13]([C@@H:12]3[CH2:11][CH2:10][CH2:9][N:8]4[C:4]([CH:1]5[CH2:3][CH2:2]5)=[N:5][N:6]=[C:7]34)=[N:14][C:15]=2[C:34]2[CH:35]=[CH:36][C:37]([C:38]([NH:40][C:41]3[CH:46]=[C:45]([C:47]([F:50])([F:49])[F:48])[CH:44]=[CH:43][N:42]=3)=[O:39])=[CH:51][CH:52]=2)[CH:18]=[CH:19][N:20]=1. Reported procedure: A solution of (S)-4-(3-(3-cyclopropyl-5,6,7,8-tetrahydro-[1,2,4]triazolo[4,3-a]pyridin-8-yl)-8-((2,4-dimethoxybenzyl)amino)imidazo[1,5-a]pyrazin-1-yl)-N-(4-(trifluoromethyl)pyridin-2-yl)benzamide (30 mg, 0.04 mmol) in TFA (1.5 mL) was stirred at 110° C. for 2 hrs. The reaction mixture was purified by Pre-HPLC to give the title product. The reactants are C(C)(C)(C)OC(=O)NC=1C(=NOC1C1=CC=C(C=C1)C1=CC=C(C=C1)CC(=O)O)C ([4′-(4-tert-Butoxycarbonylamino-3-methyl-isoxazol-5-yl)-biphenyl-4-yl]-acetic acid), FC(C(=O)O)(F)F (trifluoroacetic acid). Product: NC=1C(=NOC1C1=CC=C(C=C1)C1=CC=C(C=C1)CC(=O)O)C ([4′-(4-Amino-3-methyl-isoxazol-5-yl)-biphenyl-4-yl]acetic acid). As a reaction SMILES: C(OC([NH:8][C:9]1[C:10]([CH3:30])=[N:11][O:12][C:13]=1[C:14]1[CH:19]=[CH:18][C:17]([C:20]2[CH:25]=[CH:24][C:23]([CH2:26][C:27]([OH:29])=[O:28])=[CH:22][CH:21]=2)=[CH:16][CH:15]=1)=O)(C)(C)C.FC(F)(F)C(O)=O>>[NH2:8][C:9]1[C:10]([CH3:30])=[N:11][O:12][C:13]=1[C:14]1[CH:15]=[CH:16][C:17]([C:20]2[CH:25]=[CH:24][C:23]([CH2:26][C:27]([OH:29])=[O:28])=[CH:22][CH:21]=2)=[CH:18][CH:19]=1. Reported procedure: [4′-(4-tert-Butoxycarbonylamino-3-methyl-isoxazol-5-yl)-biphenyl-4-yl]-acetic acid (1.0 mmol) was treated with trifluoroacetic acid (5 mL) for 1 hour. Work-up provided the title compound. Mass spec. data (M+H)=309. Reactants: [OH-].[Na+] (sodium hydroxide), N1=CC=CC=C1 (pyridine), ClC1=C(N)C(=CC=C1C)Cl (2,6-dichloro-3-methylaniline), C(C)(=O)NC1=NC(=NN1)S(=O)(=O)Cl (5-acetylamino-3-chlorosulfonyl-1,2,4-triazole). Solvent: C(Cl)Cl (methylene chloride). Reaction conditions: time 3.5 hour. Yields the product ClC1=C(C(=CC=C1C)Cl)NS(=O)(=O)C1=NNC(=N1)NC(C)=O (N-(2,6-dichloro-3-methylphenyl)-5-acetylamino-1,2,4-triazole-3-sulfonamide). Isolated yield 60.0%. Reaction SMILES: N1C=CC=CC=1.[Cl:7][C:8]1[C:14]([CH3:15])=[CH:13][CH:12]=[C:11]([Cl:16])[C:9]=1[NH2:10].[C:17]([NH:20][C:21]1[NH:25][N:24]=[C:23]([S:26](Cl)(=[O:28])=[O:27])[N:22]=1)(=[O:19])[CH3:18].[OH-].[Na+]>C(Cl)Cl>[Cl:7][C:8]1[C:14]([CH3:15])=[CH:13][CH:12]=[C:11]([Cl:16])[C:9]=1[NH:10][S:26]([C:23]1[N:22]=[C:21]([NH:20][C:17](=[O:19])[CH3:18])[NH:25][N:24]=1)(=[O:27])=[O:28] |f:3.4|. Procedure details: A 250 ml, 1-necked flask equipped with a magnetic stirrer and filled with nitrogen gas was charged with 15 ml of dry pyridine and 8.8 g (0.05 mole) of 2,6-dichloro-3-methylaniline. To the stirred solution was added 11.3 g (0.05 mole) of crude 5-acetylamino-3-chlorosulfonyl-1,2,4-triazole over 10-30 minutes. The resulting dark green mixture, which had a mild exotherm during the addition, was heated to 100°-105° C. with stirring for 3-4 hours. It was then dispersed between a mixture of methylene c... The reactants are ClC1=NC=CC=C1N (2-chloro-3-aminopyridine), C(C1=CC=CC=C1)=O (benzaldehyde), C1(=CC=CC=C1)B(O)O (phenylboronic acid), C([O-])([O-])=O.[Na+].[Na+] (sodium carbonate), C(C1=CC=CC=C1)=NC=1C(=NC=CC1)Cl (benzylidene-(2-chloro-pyridin-3-yl)-amine), [OH-].[Na+] (sodium hydroxide). Reagents/catalysts: C=1C=CC(=CC1)[P](C=2C=CC=CC2)(C=3C=CC=CC3)[Pd]([P](C=4C=CC=CC4)(C=5C=CC=CC5)C=6C=CC=CC6)([P](C=7C=CC=CC7)(C=8C=CC=CC8)C=9C=CC=CC9)[P](C=1C=CC=CC1)(C=1C=CC=CC1)C=1C=CC=CC1 (tetrakis(triphenylphosphine)palladium(0)). The solvent is C1(=CC=CC=C1)C (toluene), O (water), C1(=CC=CC=C1)C (toluene). Product: C1(=CC=CC=C1)C1=NC=CC=C1N (2-phenyl-3-aminopyridine). RXN SMILES: ClC1C(N)=CC=CN=1.C(=O)C1C=CC=CC=1.[CH:17](=[N:24][C:25]1C(Cl)=[N:27][CH:28]=[CH:29][CH:30]=1)[C:18]1[CH:23]=[CH:22][CH:21]=[CH:20][CH:19]=1.C1(B(O)O)C=CC=CC=1.C(=O)([O-])[O-].[Na+].[Na+].[OH-].[Na+]>C1(C)C=CC=CC=1.O.C1C=CC([P]([Pd]([P](C2C=CC=CC=2)(C2C=CC=CC=2)C2C=CC=CC=2)([P](C2C=CC=CC=2)(C2C=CC=CC=2)C2C=CC=CC=2)[P](C2C=CC=CC=2)(C2C=CC=CC=2)C2C=CC=CC=2)(C2C=CC=CC=2)C2C=CC=CC=2)=CC=1>[C:18]1([C:17]2[C:28]([NH2:27])=[CH:29][CH:30]=[CH:25][N:24]=2)[CH:19]=[CH:20][CH:21]=[CH:22][CH:23]=1 |f:4.5.6,7.8,^1:60,62,81,100|. Procedure details: To 2-chloro-3-aminopyridine (1.06 g, 8.24 mmol) in toluene (25 mL) was added benzaldehyde (0.878 g, 8.27 mmol). The reaction mixture was stirred at reflux in a Dean-Stark apparatus until GC/MS analysis of the reaction mixture no longer showed starting material. The reaction mixture was cooled to room temperature and the toluene solution containing benzylidene-(2-chloro-pyridin-3-yl)-amine was added to a mixture of phenylboronic acid (1.30 g, 10.7 mmol), sodium carbonate (2.66 g, 25.1 mmol), and ...